This data is from the Open Reaction Database (ORD), a public repository of structured organic reaction records. The task is: describe an organic reaction: reactants, conditions, products, and yield The reactants are OC1=CC=C(C=C1)C=1COC2=CC(=CC=C2C1C1=CC=C(C=C1)OC)O (3-(4-hydroxyphenyl)-4-(4-methoxyphenyl)-2H-chromen-7-ol), Pd Al2O3. The solvent is C(C)O (ethanol). Product: OC1=CC=C(C=C1)C1COC2=CC(=CC=C2C1C1=CC=C(C=C1)OC)O (3-(4-Hydroxyphenyl)-4-(4-methoxyphenyl)chroman-7-ol). The yield is 46.3%. Reaction SMILES: [OH:1][C:2]1[CH:7]=[CH:6][C:5]([C:8]2[CH2:9][O:10][C:11]3[C:16]([C:17]=2[C:18]2[CH:23]=[CH:22][C:21]([O:24][CH3:25])=[CH:20][CH:19]=2)=[CH:15][CH:14]=[C:13]([OH:26])[CH:12]=3)=[CH:4][CH:3]=1>C(O)C>[OH:1][C:2]1[CH:3]=[CH:4][C:5]([CH:8]2[CH:17]([C:18]3[CH:23]=[CH:22][C:21]([O:24][CH3:25])=[CH:20][CH:19]=3)[C:16]3[C:11](=[CH:12][C:13]([OH:26])=[CH:14][CH:15]=3)[O:10][CH2:9]2)=[CH:6][CH:7]=1. Procedure details: 3-(4-hydroxyphenyl)-4-(4-methoxyphenyl)-2H-chromen-7-ol 25.5 g (70 mmoles), 10% Pd/Al2O3 3.95 g and 200 ml of ethanol were combined in a 2-neck 500 ml round bottom flask. The reaction was hydrogenated at low pressure using standard conditions for 3 hours. The reaction was filtered through Celite to remove the catalyst, rinsed through with ethanol (300 ml). The filtrate was concentrated to 50 ml before being poured into chilled, stirred water (1.4 L). A pale orange precipitate formed which then f... Starting materials: CO, COC(=O)c1ccc(C2=CCS(=O)(=O)c3ccccc32)cc1. Yields the product COC(=O)c1ccc(C2CCS(=O)(=O)c3ccccc32)cc1. As a reaction SMILES: [CH3:23][OH:24].[O:1]=[S:2]1(=[O:22])[CH2:3][CH:4]=[C:5]([c:12]2[cH:13][cH:14][c:15]([C:16](=[O:17])[O:18][CH3:19])[cH:20][cH:21]2)[c:6]2[c:7]1[cH:8][cH:9][cH:10][cH:11]2>>[O:1]=[S:2]1(=[O:22])[CH2:3][CH2:4][CH:5]([c:12]2[cH:13][cH:14][c:15]([C:16](=[O:17])[O:18][CH3:19])[cH:20][cH:21]2)[c:6]2[c:7]1[cH:8][cH:9][cH:10][cH:11]2. Starting materials: CC(C)=CCCC(C)=CCBr, CC(C)=CCCC(C)=CCO, COC(=O)CC(=O)C(OC)OC, CCO, [Na+], [Na], [OH-], O. Product: COC(OC)C(=O)CCC=C(C)CCC=C(C)C. Reaction SMILES: [CH2:14]([CH:15]=[C:16]([CH3:17])[CH2:18][CH2:19][CH:20]=[C:21]([CH3:22])[CH3:23])[Br:24].[CH3:25][C:26](=[CH:27][CH2:28][CH2:29][C:30](=[CH:31][CH2:32][OH:33])[CH3:34])[CH3:35].[CH3:2][O:3][CH:4]([C:5]([CH2:6][C:7]([O:8][CH3:9])=[O:10])=[O:11])[O:12][CH3:13].[CH3:38][CH2:39][OH:40].[Na+:37].[Na:1].[OH-:36].[OH2:41]>>[CH3:2][O:3][CH:4]([C:5]([CH2:6][CH2:7][CH:15]=[C:16]([CH3:17])[CH2:18][CH2:19][CH:20]=[C:21]([CH3:22])[CH3:23])=[O:11])[O:12][CH3:13]. The reactants are ice water, FC1=CC(=C(NCC2=CC3=C(N=C(S3)SC)C=C2)C=C1)[N+](=O)[O-] (4-fluoro-N-((2-(methylthio)benzo[d]thiazol-6-yl)methyl)-2-nitroaniline), C(C)(=O)O (acetic acid), CO (MeOH). The reagents and catalysts are [Zn] (zinc). Run in C(Cl)Cl (DCM). Run at temperature -10 celsius, time 0.5 hour. The product is FC=1C=C(C(=CC1)NCC1=CC2=C(N=C(S2)SC)C=C1)N (4-fluoro-N1-((2-(methylthio)benzo[d]thiazol-6-yl)methyl)benzene-1,2-diamine). The yield is 88.2%. RXN SMILES: [F:1][C:2]1[CH:20]=[CH:19][C:5]([NH:6][CH2:7][C:8]2[CH:18]=[CH:17][C:11]3[N:12]=[C:13]([S:15][CH3:16])[S:14][C:10]=3[CH:9]=2)=[C:4]([N+:21]([O-])=O)[CH:3]=1.C(O)(=O)C.CO>[Zn].C(Cl)Cl>[F:1][C:2]1[CH:3]=[C:4]([NH2:21])[C:5]([NH:6][CH2:7][C:8]2[CH:18]=[CH:17][C:11]3[N:12]=[C:13]([S:15][CH3:16])[S:14][C:10]=3[CH:9]=2)=[CH:19][CH:20]=1. Reported procedure: To a stirred mixture of 4-fluoro-N-((2-(methylthio)benzo[d]thiazol-6-yl)methyl)-2-nitroaniline (1.18 g, 3.3 mmol) from the previous step, acetic acid (3 mL), MeOH (3 mL) and DCM (20 mL) at −10° C. was added portionwise zinc dust (1.7 g, 26 mmol). The reaction mixture was stirred at −10° C. for 0.5 h. The mixture was poured into ice-water and extracted with EtOAc (100 mL×3). The combined organic layers were washed sequentially with water, saturated aq NaHCO3 (100 mL×2), and brine (100 mL). The or... Reactants: ClC1=CC=C2C(=N1)C(N(C2)CC2=CC=C(C=C2)F)=O (2-chloro-6-(4-fluorobenzyl)-5H-pyrrolo[3,4-b]pyridin-7(6H)-one), FC1=CC=C(C=C1)C=1OC2=C(C1C(=O)NC)C=C(C(=C2)N(S(=O)(=O)C)C)B2OC(C(O2)(C)C)(C)C (2-(4-fluorophenyl)-N-methyl-6-(N-methylmethylsulfonamido)-5-(4,4,5,5-tetramethyl-1,3,2-dioxaborolan-2-yl)benzofuran-3-carboxamide), K3PO4.3H2O, CC(C)C1=CC(=C(C(=C1)C(C)C)C2=C(C=CC=C2)P(C3CCCCC3)C4CCCCC4)C(C)C (X-Phos). Reagents/catalysts: C=1C=CC(=CC1)/C=C/C(=O)/C=C/C2=CC=CC=C2.C=1C=CC(=CC1)/C=C/C(=O)/C=C/C2=CC=CC=C2.C=1C=CC(=CC1)/C=C/C(=O)/C=C/C2=CC=CC=C2.[Pd].[Pd] (Pd2(dba)3). The solvent is O1CCOCC1.O (dioxane H2O). Product: FC1=CC=C(CN2C(C3=NC(=CC=C3C2)C=2C(=CC3=C(C(=C(O3)C3=CC=C(C=C3)F)C(=O)NC)C2)N(S(=O)(=O)C)C)=O)C=C1 (5-(6-(4-fluorobenzyl)-7-oxo-6,7-dihydro-5H-pyrrolo[3,4-b]pyridin-2-yl)-2-(4-fluorophenyl)-N-methyl-6-(N-methylmethylsulfonamido)benzofuran-3-carboxamide). Yield: 27.2%. Reaction SMILES: Cl[C:2]1[N:7]=[C:6]2[C:8](=[O:19])[N:9]([CH2:11][C:12]3[CH:17]=[CH:16][C:15]([F:18])=[CH:14][CH:13]=3)[CH2:10][C:5]2=[CH:4][CH:3]=1.[F:20][C:21]1[CH:26]=[CH:25][C:24]([C:27]2[O:28][C:29]3[CH:39]=[C:38]([N:40]([CH3:45])[S:41]([CH3:44])(=[O:43])=[O:42])[C:37](B4OC(C)(C)C(C)(C)O4)=[CH:36][C:30]=3[C:31]=2[C:32]([NH:34][CH3:35])=[O:33])=[CH:23][CH:22]=1.CC(C1C=C(C(C)C)C(C2C=CC=CC=2P(C2CCCCC2)C2CCCCC2)=C(C(C)C)C=1)C>O1CCOCC1.O.C1C=CC(/C=C/C(/C=C/C2C=CC=CC=2)=O)=CC=1.C1C=CC(/C=C/C(/C=C/C2C=CC=CC=2)=O)=CC=1.C1C=CC(/C=C/C(/C=C/C2C=CC=CC=2)=O)=CC=1.[Pd].[Pd]>[F:18][C:15]1[CH:16]=[CH:17][C:12]([CH2:11][N:9]2[CH2:10][C:5]3[C:6](=[N:7][C:2]([C:37]4[C:38]([N:40]([CH3:45])[S:41]([CH3:44])(=[O:43])=[O:42])=[CH:39][C:29]5[O:28][C:27]([C:24]6[CH:25]=[CH:26][C:21]([F:20])=[CH:22][CH:23]=6)=[C:31]([C:32]([NH:34][CH3:35])=[O:33])[C:30]=5[CH:36]=4)=[CH:3][CH:4]=3)[C:8]2=[O:19])=[CH:13][CH:14]=1 |f:3.4,5.6.7.8.9|. Procedure details: A solution of 2-chloro-6-(4-fluorobenzyl)-5H-pyrrolo[3,4-b]pyridin-7(6H)-one (70 mg, 0.25 mmol), 2-(4-fluorophenyl)-N-methyl-6-(N-methylmethylsulfonamido)-5-(4,4,5,5-tetramethyl-1,3,2-dioxaborolan-2-yl)benzofuran-3-carboxamide (152 mg, 0.30 mmol), K3PO4.3H2O (200 mg, 0.76 mmol), Pd2(dba)3 (23 mg, 0.03 mmol) and X-Phos (23 mg, 0.06 mmol) in dioxane/H2O (2 mL/0.5 mL) was stirred at 110° C. for 1 hour. After the reaction, the mixture was filtered and the filtrate was diluted with water (20 mL) and ... The solvent is O1CCCC1 (tetrahydrofuran). Isolated yield 93.3%. Reactants: C1OC=2C=C(C(C(=O)O)O)C=CC2O1 (3,4-(methylenedioxy)mandelic acid), [H-].[Al+3].[Li+].[H-].[H-].[H-] (lithium aluminum hydride). Reaction SMILES: [CH2:1]1[O:14][C:13]2[CH:12]=[CH:11][C:5]([CH:6]([OH:10])[C:7](O)=[O:8])=[CH:4][C:3]=2[O:2]1.[H-].[Al+3].[Li+].[H-].[H-].[H-]>O1CCCC1>[O:14]1[C:13]2[CH:12]=[CH:11][C:5]([CH:6]([OH:10])[CH2:7][OH:8])=[CH:4][C:3]=2[O:2][CH2:1]1 |f:1.2.3.4.5.6|. Reaction conditions: temperature 0 celsius. Product: O1COC2=C1C=CC(=C2)C(CO)O (1-benzo[1,3]dioxol-5-yl-ethane-1,2-diol). Reported procedure: To a stirred solution of 3,4-(methylenedioxy)mandelic acid (1.5 g, 7.65 mmol) in tetrahydrofuran was added lithium aluminum hydride (0.58 g, 15.29 mmol). The reaction mixture was refluxed for 1.5 hours. The reaction mixture was cooled (0° C.), quenched with sat. ammonium chloride solution, filtered, concentrated to yield 1.3 g of 1-benzo[1,3]dioxol-5-yl-ethane-1,2-diol Starting materials: Brc1cncc(Br)c1, O=C([O-])[O-], [K+], [K+], CN(C)C=O, Oc1cccc2cnccc12. Yields the product Brc1cncc(Oc2cccc3cnccc23)c1. As a reaction SMILES: [Br:12][c:13]1[cH:14][n:15][cH:16][c:17]([Br:18])[cH:19]1.[C:20](=[O:21])([O-:22])[O-:23].[K+:24].[K+:25].[O:26]=[CH:27][N:28]([CH3:29])[CH3:30].[OH:1][c:2]1[c:3]2[cH:4][cH:5][n:6][cH:7][c:8]2[cH:9][cH:10][cH:11]1>>[O:1]([c:2]1[c:3]2[cH:4][cH:5][n:6][cH:7][c:8]2[cH:9][cH:10][cH:11]1)[c:17]1[cH:16][n:15][cH:14][c:13]([Br:12])[cH:19]1.